From a dataset of the Open Reaction Database (ORD), a public repository of structured organic reaction records. describe an organic reaction: reactants, conditions, products, and yield As a reaction SMILES: [ClH:37].[F:1][c:2]1[c:3]([NH:9][C:10](=[O:11])[NH:12][c:13]2[cH:14][cH:15][c:16]([O:17][c:18]3[cH:19][c:20](-[c:24]4[cH:25][c:26]([C:29](=[O:30])[O:31][CH3:32])[s:27][cH:28]4)[n:21][cH:22][cH:23]3)[cH:33][cH:34]2)[cH:4][c:5]([CH3:8])[cH:6][cH:7]1.[Na+:36].[OH-:35].[OH2:38]>>[F:1][c:2]1[c:3]([NH:9][C:10](=[O:11])[NH:12][c:13]2[cH:14][cH:15][c:16]([O:17][c:18]3[cH:19][c:20](-[c:24]4[cH:25][c:26]([C:29](=[O:30])[OH:31])[s:27][cH:28]4)[n:21][cH:22][cH:23]3)[cH:33][cH:34]2)[cH:4][c:5]([CH3:8])[cH:6][cH:7]1. Product: Cc1ccc(F)c(NC(=O)Nc2ccc(Oc3ccnc(-c4csc(C(=O)O)c4)c3)cc2)c1. Starting materials: Cl, COC(=O)c1cc(-c2cc(Oc3ccc(NC(=O)Nc4cc(C)ccc4F)cc3)ccn2)cs1, [Na+], [OH-], O. Reactants: [H-].[Al+3].[Li+].[H-].[H-].[H-] (lithium aluminium hydride), [N+](=O)([O-])CC1C2(OCCO2)CCCC1(C1=CC=CC=C1)C1=CC=CC=C1 ((RS)-6-nitromethyl-7,7-diphenyl-1,4-dioxaspiro[4.5]decane), O (water). Run in O1CCCC1 (tetrahydrofuran), O1CCCC1 (tetrahydrofuran). Product: NCC1C2(OCCO2)CCCC1(C1=CC=CC=C1)C1=CC=CC=C1 ((RS)-6-Aminomethyl-7,7-diphenyl-1,4-dioxaspiro[4.5]decane). Isolated yield 28.6%. As a reaction SMILES: [N+:1]([CH2:4][CH:5]1[C:14]([C:21]2[CH:26]=[CH:25][CH:24]=[CH:23][CH:22]=2)([C:15]2[CH:20]=[CH:19][CH:18]=[CH:17][CH:16]=2)[CH2:13][CH2:12][CH2:11][C:6]21[O:10][CH2:9][CH2:8][O:7]2)([O-])=O.[H-].[Al+3].[Li+].[H-].[H-].[H-].O>O1CCCC1>[NH2:1][CH2:4][CH:5]1[C:14]([C:21]2[CH:22]=[CH:23][CH:24]=[CH:25][CH:26]=2)([C:15]2[CH:16]=[CH:17][CH:18]=[CH:19][CH:20]=2)[CH2:13][CH2:12][CH2:11][C:6]21[O:7][CH2:8][CH2:9][O:10]2 |f:1.2.3.4.5.6|. Procedure: A solution of (RS)-6-nitromethyl-7,7-diphenyl-1,4-dioxaspiro[4.5]decane (63 g) in anhydrous tetrahydrofuran (300 cc) is added dropwise in the course of 1 hour to a suspension, cooled to +5° C., of lithium aluminium hydride (8.13 g) in anhydrous tetrahydrofuran (250 cc) while the temperature of the reaction mixture is maintained at +5° C., and the mixture is then brought to reflux for 2 hours. The reaction mixture is then cooled to +5° C., treated with distilled water (8.93 cc), then with 5N aque... Starting materials: OC1CN(CC1)C(=O)OC(C)(C)C (tert-butyl 3-hydroxypyrrolidine-1-carboxylate), ClC1=CC(=NC2=CC=C(C=C12)OC(F)(F)F)N1CCS(C2=C(C1)C=CC=C2)(=O)=O (4-(4-Chloro-6-(trifluoromethoxy)quinolin-2-yl)-2,3,4,5-tetrahydro-1,4-benzothiazepine 1,1-dioxide), CC(C)([O-])C.[Na+] (sodium tert-butoxide). The reagents and catalysts are [Pd](Cl)Cl.C1(=CC=CC=C1)P([C-]1C=CC=C1)C1=CC=CC=C1.[C-]1(C=CC=C1)P(C1=CC=CC=C1)C1=CC=CC=C1.[Fe+2] (1,1′-bis(diphenylphosphino)ferrocene-palladium(II)dichloride), C1(=CC=CC=C1)P([C-]1C=CC=C1)C1=CC=CC=C1.[C-]1(C=CC=C1)P(C1=CC=CC=C1)C1=CC=CC=C1.[Fe+2] (1,1′-bis(diphenylphosphino)ferrocene). Solvent: O1CCOCC1 (1,4-dioxane). Conditions: temperature 130 celsius, time 1 hour. Yields the product O=S1(CCN(CC2=C1C=CC=C2)C2=NC1=CC=C(C=C1C(=C2)OC2CN(CC2)C(=O)OC(C)(C)C)C)=O (tert-Butyl 3-{[2-(1,1-dioxido-2,3-dihydro-1,4-benzothiazepin-4(5H)-yl)-6-methylquinolin-4-yl]oxy}pyrrolidine-1-carboxylate). The yield is 5.3%. Reaction SMILES: [OH:1][CH:2]1[CH2:6][CH2:5][N:4]([C:7]([O:9][C:10]([CH3:13])([CH3:12])[CH3:11])=[O:8])[CH2:3]1.Cl[C:15]1[C:24]2[C:19](=[CH:20][CH:21]=[C:22](OC(F)(F)F)[CH:23]=2)[N:18]=[C:17]([N:30]2[CH2:36][C:35]3[CH:37]=[CH:38][CH:39]=[CH:40][C:34]=3[S:33](=[O:42])(=[O:41])[CH2:32][CH2:31]2)[CH:16]=1.[CH3:43]C(C)([O-])C.[Na+]>O1CCOCC1.[Pd](Cl)Cl.C1(P(C2C=CC=CC=2)[C-]2C=CC=C2)C=CC=CC=1.[C-]1(P(C2C=CC=CC=2)C2C=CC=CC=2)C=CC=C1.[Fe+2].C1(P(C2C=CC=CC=2)[C-]2C=CC=C2)C=CC=CC=1.[C-]1(P(C2C=CC=CC=2)C2C=CC=CC=2)C=CC=C1.[Fe+2]>[O:41]=[S:33]1(=[O:42])[C:34]2[CH:40]=[CH:39][CH:38]=[CH:37][C:35]=2[CH2:36][N:30]([C:17]2[CH:16]=[C:15]([O:1][CH:2]3[CH2:6][CH2:5][N:4]([C:7]([O:9][C:10]([CH3:13])([CH3:12])[CH3:11])=[O:8])[CH2:3]3)[C:24]3[C:19](=[CH:20][CH:21]=[C:22]([CH3:43])[CH:23]=3)[N:18]=2)[CH2:31][CH2:32]1 |f:2.3,5.6.7.8,9.10.11|. Reported procedure: A mixture of tert-butyl 3-hydroxypyrrolidine-1-carboxylate (134.7 mg, 0.72 mmol), 4-(4-bromo-6-methylquinolin-2-yl)-2,3,4,5-tetrahydro-1,4-benzothiazepine 1,1-dioxide (300 mg, 0.72 mmol, prepared in analogy to 4-(4-chloro-6-(trifluoromethoxy)quinolin-2-yl)-2,3,4,5-tetrahydro-1,4-benzothiazepine 1,1-dioxide in Example 17-1), 1,1′-bis(diphenylphosphino)ferrocene-palladium(II)dichloride (57.12 mg, 0.07 mmol), 1,1′-bis(diphenylphosphino)ferrocene (38.78 mg, 0.07 mmol) and sodium tert-butoxide (138.2... Reactants: CCCCO, CCN(C(C)C)C(C)C, Cc1cc(Nc2nc(Cl)nc(N(C)S(=O)(=O)N(C)C)c2Cl)n[nH]1, Cl, CC(N)c1ncc(F)cn1. Product: Cc1cc(Nc2nc(NC(C)c3ncc(F)cn3)nc(N(C)S(=O)(=O)N(C)C)c2Cl)n[nH]1. As a reaction SMILES: [CH2:44]([OH:45])[CH2:46][CH2:47][CH3:48].[CH:35]([N:36]([CH2:37][CH3:38])[CH:39]([CH3:40])[CH3:41])([CH3:42])[CH3:43].[Cl:1][c:2]1[n:3][c:4]([NH:17][c:18]2[n:19][nH:20][c:21]([CH3:23])[cH:22]2)[c:5]([Cl:16])[c:6]([N:8]([S:9](=[O:10])(=[O:11])[N:12]([CH3:13])[CH3:14])[CH3:15])[n:7]1.[ClH:24].[F:25][c:26]1[cH:27][n:28][c:29]([CH:32]([CH3:33])[NH2:34])[n:30][cH:31]1>>[c:2]1([NH:34][CH:32]([c:29]2[n:28][cH:27][c:26]([F:25])[cH:31][n:30]2)[CH3:33])[n:3][c:4]([NH:17][c:18]2[n:19][nH:20][c:21]([CH3:23])[cH:22]2)[c:5]([Cl:16])[c:6]([N:8]([S:9](=[O:10])(=[O:11])[N:12]([CH3:13])[CH3:14])[CH3:15])[n:7]1. Starting materials: CC=1N=C(OC1)C=1C=NC=CC1 (3-(4-methyloxazol-2-yl)-pyridine), CI (methyl iodide). Run in C(C)O (ethanol). The product is [I-].C[N+]1=CC(=CC=C1)C=1OC=C(N1)C (1-methyl-3-(4-methyloxazol-2-yl)-pyridinium iodide). Yield: 83.5%. As a reaction SMILES: [CH3:1][C:2]1[N:3]=[C:4]([C:7]2[CH:8]=[N:9][CH:10]=[CH:11][CH:12]=2)[O:5][CH:6]=1.[CH3:13][I:14]>C(O)C>[I-:14].[CH3:13][N+:9]1[CH:10]=[CH:11][CH:12]=[C:7]([C:4]2[O:5][CH:6]=[C:2]([CH3:1])[N:3]=2)[CH:8]=1 |f:3.4|. Procedure details: 10.8 g of 3-(4-methyloxazol-2-yl)-pyridine and 19.4 g of methyl iodide are mixed together in 140 cm3 of ethanol, then heated under reflux for 6 hours. The solvent is evaporated, the residue is crystallized from a mixture of ethanol and ether and 17 g of expected product is obtained, which is recrystallized from ethanol. Reactants: COC(=O)c1cc(Br)cc(I)c1, CNCCNC, CC#N, CC(C)C1(c2ccc(Cl)cc2)CC12C(=O)Nc1ccc(F)cc12, [Cu]I, [K+], [K+], O=C([O-])[O-]. Yields the product COC(=O)c1cc(Br)cc(N2C(=O)C3(CC3(c3ccc(Cl)cc3)C(C)C)c3cc(F)ccc32)c1. Reaction SMILES: [CH3:24][O:25][C:26]([c:27]1[cH:28][c:29]([Br:34])[cH:30][c:31]([I:33])[cH:32]1)=[O:35].[CH3:42][NH:43][CH2:44][CH2:45][NH:46][CH3:47].[CH3:48][C:49]#[N:50].[Cl:1][c:2]1[cH:3][cH:4][c:5]([C:8]2([CH:21]([CH3:22])[CH3:23])[C:9]3([CH2:10]2)[C:11](=[O:20])[NH:12][c:13]2[cH:14][cH:15][c:16]([F:19])[cH:17][c:18]23)[cH:6][cH:7]1.[Cu:51][I:52].[K+:36].[K+:37].[O-:38][C:39]([O-:40])=[O:41]>>[Cl:1][c:2]1[cH:3][cH:4][c:5]([C:8]2([CH:21]([CH3:22])[CH3:23])[C:9]3([CH2:10]2)[C:11](=[O:20])[N:12]([c:31]2[cH:30][c:29]([Br:34])[cH:28][c:27]([C:26]([O:25][CH3:24])=[O:35])[cH:32]2)[c:13]2[cH:14][cH:15][c:16]([F:19])[cH:17][c:18]23)[cH:6][cH:7]1. The reactants are COC(=O)c1n[nH]cc1NC(=O)c1ccc(C)cc1, CO, [Na+], [OH-]. The product is Cc1ccc(C(=O)Nc2c[nH]nc2C(=O)O)cc1. RXN SMILES: [CH3:1][O:2][C:3](=[O:4])[c:5]1[n:6][nH:7][cH:8][c:9]1[NH:10][C:11]([c:12]1[cH:13][cH:14][c:15]([CH3:18])[cH:16][cH:17]1)=[O:19].[CH3:22][OH:23].[Na+:21].[OH-:20]>>[O:2]=[C:3]([OH:4])[c:5]1[n:6][nH:7][cH:8][c:9]1[NH:10][C:11]([c:12]1[cH:13][cH:14][c:15]([CH3:18])[cH:16][cH:17]1)=[O:19]. The reactants are OCCCC1=C(C2=CC=CC=C2C=C1)C(=O)OCC=C (2-propenyl 2-(3-hydroxypropyl)-1-naphthalenecarboxylate), CC(=O)C.OS(=O)(=O)O.O=[Cr](=O)=O (Jones reagent). Solvent: CC(=O)C (acetone). Product: C(C=C)OC(=O)C1=C(C=CC2=CC=CC=C12)CCC(=O)O (1-[(2-propenyloxy)carbonyl]-2-naphthalenepropanoic acid). Yield: 86.0%. Reaction SMILES: [OH:1][CH2:2][CH2:3][CH2:4][C:5]1[CH:14]=[CH:13][C:12]2[C:7](=[CH:8][CH:9]=[CH:10][CH:11]=2)[C:6]=1[C:15]([O:17][CH2:18][CH:19]=[CH2:20])=[O:16].CC(C)=[O:23].OS(O)(=O)=O.O=[Cr](=O)=O>CC(C)=O>[CH2:18]([O:17][C:15]([C:6]1[C:7]2[C:12](=[CH:11][CH:10]=[CH:9][CH:8]=2)[CH:13]=[CH:14][C:5]=1[CH2:4][CH2:3][C:2]([OH:23])=[O:1])=[O:16])[CH:19]=[CH2:20] |f:1.2.3|. Procedure details: A solution of Example 11B (1.4 g, 5.18 mmol) in acetone (20 mL) was treated with Jones reagent (CrO3/H2SO4) until the orange color persisted, quenched with isopropyl alcohol, partitioned between ethyl acetate and water. The organic layer was washed with water, dried (Na2SO4), filtered, concentrated, and purified on silica gel with a gradient of 30% ethyl acetate/hexanes to 10% MeOH/dichloromethane to provide 1.27 g (86%) of the desired compound as an yellow oil. The reactants are Cl.Cl.C(C)C1=NN(C2=CC=CC(=C12)NC(=O)C1=CN=C2N1C=CC(=C2)C(=O)N2CCNCC2)CC2=NC(=CC=C2)C (N-(3-ethyl-1-((6-methylpyridin-2-yl)methyl)-1H-indazol-4-yl)-7-(piperazine-1-carbonyl)imidazo[1,2-a]pyridine-3-carboxamide dihydrochloride), C(C)(=O)O[BH-](OC(C)=O)OC(C)=O.[Na+] (sodium triacetoxyborohydride), C=O (formaldehyde), C(C)(=O)O[BH-](OC(C)=O)OC(C)=O.[Na+] (sodium triacetoxyborohydride), C=O (formaldehyde). The solvent is ClCCl.CO (dichloromethane methanol). Run at time 2 hour. Product: Cl.Cl.C(C)C1=NN(C2=CC=CC(=C12)NC(=O)C1=CN=C2N1C=CC(=C2)C(=O)N2CCN(CC2)C)CC2=NC(=CC=C2)C (N-(3-ethyl-1-((6-methylpyridin-2-yl)methyl)-1H-indazol-4-yl)-7-(4-methylpiperazine-1-carbonyl)imidazo[1,2-a]pyridine-3-carboxamide dihydrochloride). RXN SMILES: [ClH:1].Cl.[CH2:3]([C:5]1[C:13]2[C:8](=[CH:9][CH:10]=[CH:11][C:12]=2[NH:14][C:15]([C:17]2[N:21]3[CH:22]=[CH:23][C:24]([C:26]([N:28]4[CH2:33][CH2:32][NH:31][CH2:30][CH2:29]4)=[O:27])=[CH:25][C:20]3=[N:19][CH:18]=2)=[O:16])[N:7]([CH2:34][C:35]2[CH:40]=[CH:39][CH:38]=[C:37]([CH3:41])[N:36]=2)[N:6]=1)[CH3:4].[C:42](O[BH-](OC(=O)C)OC(=O)C)(=O)C.[Na+].C=O>ClCCl.CO>[ClH:1].[ClH:1].[CH2:3]([C:5]1[C:13]2[C:8](=[CH:9][CH:10]=[CH:11][C:12]=2[NH:14][C:15]([C:17]2[N:21]3[CH:22]=[CH:23][C:24]([C:26]([N:28]4[CH2:29][CH2:30][N:31]([CH3:42])[CH2:32][CH2:33]4)=[O:27])=[CH:25][C:20]3=[N:19][CH:18]=2)=[O:16])[N:7]([CH2:34][C:35]2[CH:40]=[CH:39][CH:38]=[C:37]([CH3:41])[N:36]=2)[N:6]=1)[CH3:4] |f:0.1.2,3.4,6.7,8.9.10|. Procedure details: To a solution of N-(3-ethyl-1-((6-methylpyridin-2-yl)methyl)-1H-indazol-4-yl)-7-(piperazine-1-carbonyl)imidazo[1,2-a]pyridine-3-carboxamide dihydrochloride (Example 12; 5 mg, 0.0084 mmol) in dichloromethane/methanol (1:1; 1 mL) was added an excess of sodium triacetoxyborohydride and formaldehyde solution. The mixture was stirred at ambient temperature for 2 hours. Further excess sodium triacetoxyborohydride and formaldehyde solution were added and the mixture was stirred an additional 0.5 hours.... The reactants are CC(Cl)C(=O)O, Oc1ccc(Oc2ccc(Cl)cc2Cl)cc1, [Na+], [OH-], O, O=P(O)(O)O, Cc1ccccc1C. RXN SMILES: [Cl:19][CH:20]([C:21](=[O:22])[OH:23])[CH3:24].[Cl:3][c:4]1[c:5]([O:6][c:7]2[cH:8][cH:9][c:10]([OH:13])[cH:11][cH:12]2)[cH:14][cH:15][c:16]([Cl:18])[cH:17]1.[Na+:2].[OH-:1].[OH2:30].[P:25](=[O:26])([OH:27])([OH:28])[OH:29].[c:31]1([CH3:32])[c:33]([CH3:34])[cH:35][cH:36][cH:37][cH:38]1>>[Cl:3][c:4]1[c:5]([O:6][c:7]2[cH:8][cH:9][c:10]([O:13][CH:20]([C:21](=[O:22])[OH:23])[CH3:24])[cH:11][cH:12]2)[cH:14][cH:15][c:16]([Cl:18])[cH:17]1. The product is CC(Oc1ccc(Oc2ccc(Cl)cc2Cl)cc1)C(=O)O.